From a dataset of the Open Reaction Database (ORD), a public repository of structured organic reaction records. describe an organic reaction: reactants, conditions, products, and yield Reactants: O.NN (hydrazine hydrate), ClC1=NC(=NC2=CC=C(C=C12)C)CCl (4-chloro-2-(chloromethyl)-6-methylquinazoline), C(O)([O-])=O.[Na+] (sodium hydrogen carbonate). Solvent: O1CCCC1 (tetrahydrofuran), O (water). Conditions: temperature 10 celsius, time 8 minute. Product: ClCC1=NC2=CC=C(C=C2C(=N1)NN)C (2-(chloromethyl)-4-hydrazino-6-methylquinazoline). As a reaction SMILES: Cl[C:2]1[C:11]2[C:6](=[CH:7][CH:8]=[C:9]([CH3:12])[CH:10]=2)[N:5]=[C:4]([CH2:13][Cl:14])[N:3]=1.O.[NH2:16][NH2:17].C(=O)([O-])O.[Na+]>O1CCCC1.O>[Cl:14][CH2:13][C:4]1[N:3]=[C:2]([NH:16][NH2:17])[C:11]2[C:6](=[CH:7][CH:8]=[C:9]([CH3:12])[CH:10]=2)[N:5]=1 |f:1.2,3.4|. Reported procedure: 3. 63.5 g of 4-chloro-2-(chloromethyl)-6-methylquinazoline are dissolved in 630 ml of absolute tetrahydrofuran at room temperature and then cooled to 10° C. 27.2 ml of hydrazine hydrate are added dropwise thereto within 8 min., whereby a solution results and the temperature rises to 15° C. The reaction mixture is stirred at 5° to 15° C. for 4 h. and then poured into a solution of 40 g of sodium hydrogen carbonate in 5 l of water. The mixture is extracted five times with 1.5 l of dichloromethane ... Reactants: C(C1=CC=CC=C1)(=O)C1=C(C2=C(S1)C=C(C=C2)OC)O (2-benzoyl-6-methoxy-benzo[b]thiophen-3-ol), C(C)(=O)[O-].[NH4+] (ammonium acetate). Yields the product N\C(=C\1/C(C2=C(S1)C=C(C=C2)OC)=O)\C2=CC=CC=C2 ((E)-2-[(Amino)phenylmethylene]-6-methoxy-benzo[b]thiophen-3(2H)-one). The yield is 64.0%. Reaction SMILES: [C:1]([C:9]1[S:13][C:12]2[CH:14]=[C:15]([O:18][CH3:19])[CH:16]=[CH:17][C:11]=2[C:10]=1[OH:20])(=O)[C:2]1[CH:7]=[CH:6][CH:5]=[CH:4][CH:3]=1.C([O-])(=O)C.[NH4+:25]>>[NH2:25]/[C:1](/[C:2]1[CH:7]=[CH:6][CH:5]=[CH:4][CH:3]=1)=[C:9]1\[C:10](=[O:20])[C:11]2[CH:17]=[CH:16][C:15]([O:18][CH3:19])=[CH:14][C:12]=2[S:13]\1 |f:1.2|. Reported procedure: Prepared as in Example 31 from 2-benzoyl-6-methoxy-benzo[b]thiophen-3-ol and ammonium acetate with a yield of 64% of theory. Reactants: COc1ccc2c(Cl)nc(Nc3cc[nH]n3)cc2c1, OB(O)c1ccc(C(F)(F)F)cc1. Product: COc1ccc2c(-c3ccc(C(F)(F)F)cc3)nc(Nc3cc[nH]n3)cc2c1. As a reaction SMILES: [Cl:1][c:2]1[n:3][c:4]([NH:14][c:15]2[n:16][nH:17][cH:18][cH:19]2)[cH:5][c:6]2[cH:7][c:8]([O:12][CH3:13])[cH:9][cH:10][c:11]12.[F:20][C:21]([c:22]1[cH:23][cH:24][c:25]([B:28]([OH:29])[OH:30])[cH:26][cH:27]1)([F:31])[F:32]>>[c:2]1(-[c:25]2[cH:24][cH:23][c:22]([C:21]([F:20])([F:31])[F:32])[cH:27][cH:26]2)[n:3][c:4]([NH:14][c:15]2[n:16][nH:17][cH:18][cH:19]2)[cH:5][c:6]2[cH:7][c:8]([O:12][CH3:13])[cH:9][cH:10][c:11]12. Reactants: C(C)(C)N(C(C)C)CC (N,N-diisopropylethylamine), FC(C1=CC2=C(O[C@H](CO2)C(=O)O)C=C1)(F)F ((R)-6-(trifluoromethyl)-2,3-dihydrobenzo[b][1,4]dioxine-2-carboxylic acid), C(C(=O)Cl)(=O)Cl (oxalyl chloride), Cl.N1N=CC2=CC(=CC=C12)[C@@H](C)N ((R)-1-(1H-Indazol-5-yl)ethylamine hydrochloride), C(=O)(O)[O-].[Na+] (NaHCO3). Reagents/catalysts: CN(C)C=O (DMF). Run in C(Cl)Cl (DCM), C(C)#N (acetonitrile). Conditions: time 30 minute. The product is N1N=CC2=CC(=CC=C12)[C@@H](C)NC(=O)[C@H]1COC2=C(O1)C=CC(=C2)C(F)(F)F ((R)-6-Trifluoromethyl-2,3-dihydro-benzo[1,4]dioxine-2-carboxylic acid [(R)-1-(1H-indazol-5-yl)-ethyl]-amide). The yield is 44.7%. As a reaction SMILES: [F:1][C:2]([F:17])([F:16])[C:3]1[CH:15]=[CH:14][C:6]2[O:7][C@@H:8]([C:11]([OH:13])=O)[CH2:9][O:10][C:5]=2[CH:4]=1.C(Cl)(=O)C(Cl)=O.Cl.[NH:25]1[C:33]2[C:28](=[CH:29][C:30]([C@H:34]([NH2:36])[CH3:35])=[CH:31][CH:32]=2)[CH:27]=[N:26]1.C(N(CC)C(C)C)(C)C.C([O-])(O)=O.[Na+]>C(Cl)Cl.CN(C=O)C.C(#N)C>[NH:25]1[C:33]2[C:28](=[CH:29][C:30]([C@H:34]([NH:36][C:11]([C@@H:8]3[O:7][C:6]4[CH:14]=[CH:15][C:3]([C:2]([F:1])([F:17])[F:16])=[CH:4][C:5]=4[O:10][CH2:9]3)=[O:13])[CH3:35])=[CH:31][CH:32]=2)[CH:27]=[N:26]1 |f:2.3,5.6|. Reported procedure: A stirred solution of (R)-6-(trifluoromethyl)-2,3-dihydrobenzo[b][1,4]dioxine-2-carboxylic acid (55 mg, 0.22 mmol) in anhydrous DCM (6 mL) was cooled to 0° C. DMF (1 drop) was added, followed by oxalyl chloride (26 μL, 0.3 mmol). The reaction was allowed to warm to room temperature and stirred for 30 minutes, then evaporated to dryness. A solution of (R)-1-(1H-Indazol-5-yl)ethylamine hydrochloride (40 mg, 0.2 mmol) in acetonitrile (6 mL) was added, followed by N,N-diisopropylethylamine (53 μL, 0... The reactants are [Na] (sodium), C(C)OC(CC1(CCCCC1)C#N)OCC (di-(ethyloxy)ethyl-cyclohexane-carbonitrile), O (water). Solvent: C(C)O (ethanol). Product: NCC1(CCCCC1)CC(OCC)OCC (1-Aminomethyl-1-(di(ethoxy)ethyl)-cyclohexane). As a reaction SMILES: [CH2:1]([O:3][CH:4]([O:14][CH2:15][CH3:16])[CH2:5][C:6]1([C:12]#[N:13])[CH2:11][CH2:10][CH2:9][CH2:8][CH2:7]1)[CH3:2].[Na].O>C(O)C>[NH2:13][CH2:12][C:6]1([CH2:5][CH:4]([O:3][CH2:1][CH3:2])[O:14][CH2:15][CH3:16])[CH2:11][CH2:10][CH2:9][CH2:8][CH2:7]1 |^1:16|. Procedure: 90 g of di-(ethyloxy)ethyl-cyclohexane-carbonitrile are dissolved in 1 l of ethanol, and 60 g of sodium are added. After dissolution of the metal, 100 ml of water are added, and the solvent is substantially removed in vacuo. 300 ml of water are added to the residue, and it is extracted three times with 200 ml of ether. The ethereal phase is dried over sodium sulfate, concentrated, and distilled in vacuo.